This data is from the Open Reaction Database (ORD), a public repository of structured organic reaction records. The task is: describe an organic reaction: reactants, conditions, products, and yield The reactants are C(C)OC(=O)C=1C(=NC2=CC=C(C=C2C1C1=CC=CC=C1)Cl)N1CCOCC1 (6-chloro-2-morpholin-4-yl-4-phenyl-quinoline-3-carboxylic acid ethyl ester), [OH-].[Na+] (NaOH). Solvent: O (water), C(C)O (ethanol). Product: ClC=1C=C2C(=C(C(=NC2=CC1)N1CCOCC1)C(=O)O)C1=CC=CC=C1 (6-chloro-2-morpholin-4-yl-4-phenyl-quinoline-3-carboxylic acid). Yield: 15.2%. RXN SMILES: C([O:3][C:4]([C:6]1[C:7]([N:23]2[CH2:28][CH2:27][O:26][CH2:25][CH2:24]2)=[N:8][C:9]2[C:14]([C:15]=1[C:16]1[CH:21]=[CH:20][CH:19]=[CH:18][CH:17]=1)=[CH:13][C:12]([Cl:22])=[CH:11][CH:10]=2)=[O:5])C.[OH-].[Na+]>C(O)C.O>[Cl:22][C:12]1[CH:13]=[C:14]2[C:9](=[CH:10][CH:11]=1)[N:8]=[C:7]([N:23]1[CH2:28][CH2:27][O:26][CH2:25][CH2:24]1)[C:6]([C:4]([OH:5])=[O:3])=[C:15]2[C:16]1[CH:17]=[CH:18][CH:19]=[CH:20][CH:21]=1 |f:1.2|. Reported procedure: To a stirred solution of 6-chloro-2-morpholin-4-yl-4-phenyl-quinoline-3-carboxylic acid ethyl ester (100 mg, 0.25 mmol) in ethanol (10 ml) was added 1N NaOH (1.26 ml, 1.26 mmol) solution at RT. The reaction mixture was refluxed for 24 h. The volatiles were removed under vacuum to afford a crude residue which was diluted with water. The aqueous layer was washed with ethyl acetate to remove non-polar impurities and then the pH was adjusted to 4-3 with 10% citric acid under cooling. Then the aqueou... Starting materials: [C-]#N.[K+] (potassium cyanide), FCCO (2-fluoroethanol), F[C@H]1C[C@H]2[C@@H]3C[C@H]([C@H](C(C=O)=O)[C@]3(C[C@@H]([C@@H]2[C@]2(C=CC(C=C12)=O)C)O)C)C (6α-fluoro-11β-hydroxy-3,20-dioxo-16α-methyl-1,4-pregnadien-21-al), CN(C=O)C (dimethylformamide). Reagents/catalysts: [O-2].[Mn+4].[O-2] (manganese (IV) oxide). Run in C(C)(=O)O (acetic acid). Run at time 10 minute. Product: 2-fluoroethyl ester, F[C@H]1C[C@H]2[C@@H]3C[C@H]([C@H](C(C(=O)O)=O)[C@]3(C[C@@H]([C@@H]2[C@]2(C=CC(C=C12)=O)C)O)C)C (6α-fluoro-11β-hydroxy-3,20-dioxo-16α-methyl-1,4-pregnadien-21-oic acid). Reaction SMILES: [F:1][C@@H:2]1[C:22]2[C@:17]([CH3:24])([CH:18]=[CH:19][C:20](=[O:23])[CH:21]=2)[C@@H:16]2[C@H:4]([C@H:5]3[C@:13]([CH3:26])([CH2:14][C@@H:15]2[OH:25])[C@@H:8]([C:9](=[O:12])[CH:10]=[O:11])[C@H:7]([CH3:27])[CH2:6]3)[CH2:3]1.CN(C)C=[O:31].FCCO.[C-]#N.[K+]>[O-2].[Mn+4].[O-2].C(O)(=O)C>[F:1][C@@H:2]1[C:22]2[C@:17]([CH3:24])([CH:18]=[CH:19][C:20](=[O:23])[CH:21]=2)[C@@H:16]2[C@H:4]([C@H:5]3[C@:13]([CH3:26])([CH2:14][C@@H:15]2[OH:25])[C@@H:8]([C:9](=[O:12])[C:10]([OH:31])=[O:11])[C@H:7]([CH3:27])[CH2:6]3)[CH2:3]1 |f:3.4,5.6.7|. Procedure details: 1.4 g. of 6α-fluoro-11β-hydroxy-3,20-dioxo-16α-methyl-1,4-pregnadien-21-al is dissolved in 14 ml. of dimethylformamide and combined with 5 ml. of 2-fluoroethanol, 1.4 ml. of concentrated acetic acid, 2.8 g. of active manganese (IV) oxide, and 225 mg. of potassium cyanide. The reaction mixture is agitated for 10 minutes at room temperature and then filtered off from the manganese (IV) oxide. The filtrate is poured into water and extracted with dichloromethane. The organic phase is washed with wat... Starting materials: CCOC(=O)c1cc2c(n1CC#N)CC(C)(C)C2, CCOC(C)=O, CCO, Cl. Yields the product CCOC(=O)c1cc2c(n1CCN)CC(C)(C)C2, Cl. Reaction SMILES: [C:1](#[N:2])[CH2:3][n:4]1[c:5]2[c:6]([cH:7][c:8]1[C:9](=[O:10])[O:11][CH2:12][CH3:13])[CH2:14][C:15]([CH3:17])([CH3:18])[CH2:16]2.[CH3:20][CH2:21][O:22][C:23](=[O:24])[CH3:25].[CH3:26][CH2:27][OH:28].[ClH:19]>>[CH2:1]([NH2:2])[CH2:3][n:4]1[c:5]2[c:6]([cH:7][c:8]1[C:9](=[O:10])[O:11][CH2:12][CH3:13])[CH2:14][C:15]([CH3:17])([CH3:18])[CH2:16]2.[ClH:19]. Reactants: C(CC1=CC=CC=C1)OC=1C=C(C=O)C=CC1 (3-phenethoxybenzaldehyde), C(C)#N (acetonitrile). Product: OC(CC#N)C1=CC(=CC=C1)OCCC1=CC=CC=C1 (3-hydroxy-3-(3-phenethoxyphenyl)propanenitrile). As a reaction SMILES: [CH2:1]([O:9][C:10]1[CH:11]=[C:12]([CH:15]=[CH:16][CH:17]=1)[CH:13]=[O:14])[CH2:2][C:3]1[CH:8]=[CH:7][CH:6]=[CH:5][CH:4]=1.[C:18](#[N:20])[CH3:19]>>[OH:14][CH:13]([C:12]1[CH:15]=[CH:16][CH:17]=[C:10]([O:9][CH2:1][CH2:2][C:3]2[CH:4]=[CH:5][CH:6]=[CH:7][CH:8]=2)[CH:11]=1)[CH2:19][C:18]#[N:20]. Procedure details: Addition of acetonitrile to 3-phenethoxybenzaldehyde gave 3-hydroxy-3-(3-phenethoxyphenyl)propanenitrile as a yellow oil. Yield (0.80 g, 80%): 1H NMR (400 MHz, CDCl3) δ 7.23-7.38 (m, 6H), 6.93-6.97 (m, 2H), 6.88 (dd, J=7.6, 1.8 Hz, 1H), 5.00 (t, J=6.0 Hz, 1H), 4.18 (t, J=7.2 Hz, 2H), 3.12 (t, J=7.2 Hz, 2H), 2.75 (d, J=6.4 Hz, 2H). Reactants: Cc1nc(C(=O)N2CCOC3(CCN(CCc4ccc(CCO[Si](C)(C)C(C)(C)C)s4)CC3)C2)cs1, CO, Cl. Product: Cc1nc(C(=O)N2CCOC3(CCN(CCc4ccc(CCO)s4)CC3)C2)cs1. RXN SMILES: [C:2]([Si:3]([CH3:4])([CH3:5])[O:7][CH2:8][CH2:9][c:10]1[cH:11][cH:12][c:13]([CH2:15][CH2:16][N:17]2[CH2:18][CH2:19][C:20]3([CH2:21][N:22]([C:26](=[O:27])[c:28]4[n:29][c:30]([CH3:33])[s:31][cH:32]4)[CH2:23][CH2:24][O:25]3)[CH2:34][CH2:35]2)[s:14]1)([CH3:6])([CH3:36])[CH3:37].[CH3:38][OH:39].[ClH:1]>>[OH:7][CH2:8][CH2:9][c:10]1[cH:11][cH:12][c:13]([CH2:15][CH2:16][N:17]2[CH2:18][CH2:19][C:20]3([CH2:21][N:22]([C:26](=[O:27])[c:28]4[n:29][c:30]([CH3:33])[s:31][cH:32]4)[CH2:23][CH2:24][O:25]3)[CH2:34][CH2:35]2)[s:14]1. The reactants are Cl (hydrochloric acid), C(C)(C)C1=C(C(=CC=C1)C(C)C)NC(=O)C1C2=C(OCC3=C1C=CC=C3)C=CC(=C2)C(=O)OC (6,11-dihydro-N-(2,6-diisopropylphenyl)-2-methoxycarbonyldibenz[b,e]oxepin-11-carboxamide), C(C)(C)C1=C(C(=CC=C1)C(C)C)NC(=O)C1C2=C(OCC3=C1C=CC=C3)C=CC(=C2)C(=O)OC (6,11-dihydro-N-(2,6-diisopropylphenyl)-2-methoxycarbonyldibenz[b,e]oxepin-11-carboxamide), [OH-].[Na+] (sodium hydroxide). The solvent is CO (methanol). Yields the product C(=O)(O)C1=CC2=C(OCC3=C(C2C(=O)NC2=C(C=CC=C2C(C)C)C(C)C)C=CC=C3)C=C1 (2-Carboxy-6,11-dihydro-N-(2,6-diisopropylphenyl)dibenz[b,e]-oxepin-11-carboxamide). Isolated yield 92.5%. RXN SMILES: [CH:1]([C:4]1[CH:9]=[CH:8][CH:7]=[C:6]([CH:10]([CH3:12])[CH3:11])[C:5]=1[NH:13][C:14]([CH:16]1[C:22]2[CH:23]=[CH:24][CH:25]=[CH:26][C:21]=2[CH2:20][O:19][C:18]2[CH:27]=[CH:28][C:29]([C:31]([O:33]C)=[O:32])=[CH:30][C:17]1=2)=[O:15])([CH3:3])[CH3:2].[OH-].[Na+].Cl>CO>[C:31]([C:29]1[CH:28]=[CH:27][C:18]2[O:19][CH2:20][C:21]3[CH:26]=[CH:25][CH:24]=[CH:23][C:22]=3[CH:16]([C:14]([NH:13][C:5]3[C:4]([CH:1]([CH3:3])[CH3:2])=[CH:9][CH:8]=[CH:7][C:6]=3[CH:10]([CH3:11])[CH3:12])=[O:15])[C:17]=2[CH:30]=1)([OH:33])=[O:32] |f:1.2|. Reported procedure: After 0.58 g of 6,11-dihydro-N-(2,6-diisopropylphenyl)-2-methoxycarbonyldibenz[b,e]oxepin-11-carboxamide (Compound 24) obtained in Example 24 was dissolved in 24 ml of methanol, 6 ml of 5N sodium hydroxide was added to the solution. The mixture was heated under reflux for 5 minutes. After completion of the reaction, the mixture was cooled to room temperature and 4N hydrochloric acid was added thereto to adjust pH to 3. The mixture was extracted with ethyl acetate. After washing with saturated so... Starting materials: [NH4+].[OH-] (NH4OH), Cl.Cl.N1(CCCC1)CCOC1=CC=C(CC=2C3=C(SC2C2=CC=C(C=C2)NC(=O)C=2N=CNC2)C=CC=C3)C=C1 (3-[4-[2-(1-Pyrrolidinyl)ethoxy]benzyl]-2-[4-(4-imidazolylcarbonylamino)phenyl]benzo[b]thiophene Dihydrochloride), O=C1SCC(N1)C(=O)O ((−)-2-oxo-4-thiazolidinecarboxylic acid), oxalate salt, CO (MeOH). Product: C(C(=O)O)(=O)O.N1(CCCC1)CCOC1=CC=C(CC=2C3=C(SC2C2=CC=C(C=C2)NC(=O)[C@H]2NC(SC2)=O)C=CC=C3)C=C1 ((R)-3-[4-[2-(1-Pyrrolidinyl)ethoxy]benzyl]-2-[4-[(2-oxothiazolidin-4-ylcarbonyl)amino]phenyl]-benzo[b]thiophene Oxalate). Reported procedure: By essentially following the conditions described in Example l, Part F, the free base of the title compound was prepared as a foam from 2-(4-aminophenyl)-3-[4-[2-(1-pyrrolidinyl)ethoxy]benzyl]benzo[b]thiophene (Example 16; Part D) and (−)-2-oxo-4-thiazolidinecarboxylic acid in 67% yield following radial chromatography (SiO2; 1% then 2% then 4% MeOH in CHCl3 sat'd with NH4OH). The product was converted to the oxalate salt according to the proceedure described in Example 1, Part G. Isolated yield 67.0%. As a reaction SMILES: Cl.Cl.[N:3]1([CH2:8][CH2:9][O:10][C:11]2[CH:40]=[CH:39][C:14]([CH2:15][C:16]3[C:17]4[CH:38]=[CH:37][CH:36]=[CH:35][C:18]=4[S:19][C:20]=3[C:21]3[CH:26]=[CH:25][C:24]([NH:27]C(C4N=CNC=4)=O)=[CH:23][CH:22]=3)=[CH:13][CH:12]=2)[CH2:7][CH2:6][CH2:5][CH2:4]1.[O:41]=[C:42]1[NH:46][CH:45]([C:47]([OH:49])=[O:48])[CH2:44][S:43]1.[CH3:50][OH:51].[NH4+].[OH-:53]>C(Cl)(Cl)Cl>[C:47]([OH:49])(=[O:48])[C:50]([OH:53])=[O:51].[N:3]1([CH2:8][CH2:9][O:10][C:11]2[CH:40]=[CH:39][C:14]([CH2:15][C:16]3[C:17]4[CH:38]=[CH:37][CH:36]=[CH:35][C:18]=4[S:19][C:20]=3[C:21]3[CH:26]=[CH:25][C:24]([NH:27][C:47]([C@@H:45]4[CH2:44][S:43][C:42](=[O:41])[NH:46]4)=[O:49])=[CH:23][CH:22]=3)=[CH:13][CH:12]=2)[CH2:4][CH2:5][CH2:6][CH2:7]1 |f:0.1.2,5.6,8.9|. The solvent is C(Cl)(Cl)Cl (CHCl3). Reactants: ClCCl, CCOC(=O)C1CCC(=O)CC1, O, OCCO, Cc1ccc(S(=O)(=O)O)cc1, c1ccccc1. The product is CCOC(=O)C1CCC2(CC1)OCCO2. RXN SMILES: [Cl:35][CH2:36][Cl:37].[O:1]=[C:2]1[CH2:3][CH2:4][CH:5]([C:8](=[O:9])[O:10][CH2:11][CH3:12])[CH2:6][CH2:7]1.[OH2:13].[OH:31][CH2:32][CH2:33][OH:34].[c:14]1([CH3:15])[cH:16][cH:17][c:18]([S:19]([OH:20])(=[O:21])=[O:22])[cH:23][cH:24]1.[cH:25]1[cH:26][cH:27][cH:28][cH:29][cH:30]1>>[O:1]1[C:2]2([CH2:3][CH2:4][CH:5]([C:8](=[O:9])[O:10][CH2:11][CH3:12])[CH2:6][CH2:7]2)[O:31][CH2:32][CH2:33]1.